This data is from the Open Reaction Database (ORD), a public repository of structured organic reaction records. The task is: describe an organic reaction: reactants, conditions, products, and yield The reactants are C(C(=C)C)(=O)OCC1CO1 (glycidyl methacrylate), C(C(=C)C)(=O)OC (methyl methacrylate), C(C=C)(=O)OCCOS(=O)(=O)C1=CC=C(C=C1)C (2-(toluene-4-sulfonyloxy)ethyl acrylate), C(C(=C)C)(=O)OCCCO (3-hydroxypropyl methacrylate), CC(C)(C#N)N=NC(C)(C)C#N (AIBN). The solvent is O1CCCC1 (tetrahydrofuran). Run at temperature 67.5 celsius. Product: C(C=C)(=O)OCCOS(=O)(=O)C1=CC=C(C=C1)C.C(C(=C)C)(=O)OCCCO (2-(toluene-4-sulfonyloxy)ethyl acrylate 3-hydroxypropyl methacrylate), C(C(=C)C)(=O)OCC1CO1 (glycidyl methacrylate). Reaction SMILES: [C:1]([O:5][CH2:6][CH2:7][O:8][S:9]([C:12]1[CH:17]=[CH:16][C:15]([CH3:18])=[CH:14][CH:13]=1)(=[O:11])=[O:10])(=[O:4])[CH:2]=[CH2:3].[C:19]([O:24][CH2:25][CH2:26][CH2:27][OH:28])(=[O:23])[C:20]([CH3:22])=[CH2:21].C(OC)(=O)C(C)=C.[C:36]([O:41][CH2:42][CH:43]1[O:45][CH2:44]1)(=[O:40])[C:37]([CH3:39])=[CH2:38].CC(N=NC(C#N)(C)C)(C#N)C>O1CCCC1>[C:1]([O:5][CH2:6][CH2:7][O:8][S:9]([C:12]1[CH:17]=[CH:16][C:15]([CH3:18])=[CH:14][CH:13]=1)(=[O:10])=[O:11])(=[O:4])[CH:2]=[CH2:3].[C:19]([O:24][CH2:25][CH2:26][CH2:27][OH:28])(=[O:23])[C:20]([CH3:22])=[CH2:21].[C:36]([O:41][CH2:42][CH:43]1[O:45][CH2:44]1)(=[O:40])[C:37]([CH3:39])=[CH2:38] |f:6.7|. Procedure details: In a 500 ml round-bottom flask was placed 0.3 mole of 2-(toluene-4-sulfonyloxy)ethyl acrylate, 0.23 mole of 3-hydroxypropyl methacrylate, 0.1 mole of methyl methacrylate, 0.3 mole of glycidyl methacrylate, 300 g of tetrahydrofuran (THF), and 0.1 g-3 g of AIBN. The reaction mixture was heated at 60-75° C. for 5-20 hours. The product was precipitated in ethyl ether or n-hexane, filtered and dried to provide poly [2-(toluene-4-sulfonyloxy)ethyl acrylate/3-hydroxypropyl methacrylate-/methyl methacly... The reactants are [S] (sulphur), C(=S)=S (carbon disulphide), NC1=CC=CC=C1 (aniline), S1C=NC2=C1C=CC=C2 (benzothiazole). Yields the product NC1=CC=CC=C1 (aniline), SC=1SC2=C(N1)C=CC=C2 (2-mercaptobenzothiazole). RXN SMILES: [NH2:1][C:2]1[CH:7]=[CH:6][CH:5]=[CH:4][CH:3]=1.[S:8]1[C:12]2[CH:13]=[CH:14][CH:15]=[CH:16][C:11]=2[N:10]=[CH:9]1.[S].C(=S)=[S:19]>>[NH2:1][C:2]1[CH:7]=[CH:6][CH:5]=[CH:4][CH:3]=1.[SH:19][C:9]1[S:8][C:12]2[CH:13]=[CH:14][CH:15]=[CH:16][C:11]=2[N:10]=1 |^3:16|. Reported procedure: The distillates containing aniline and benzothiazole, can be reacted with carbon disulphide and sulphur, if appropriate together with fresh aniline and/or benzothizole, in a known manner to give highly pure 2-mercaptobenzothiazole. The reactants are CN(C(=O)O[C@@H]1C[C@H](N(C1)C(=O)OCCCCCCCC)CCOC1=C(C=CC=C1OC)CCC1=CC=CC=C1)C ((2R,4R)-4-dimethylcarbamoyloxy-2-{2-[6-methoxy-2-(2-phenylethyl)phenoxy]ethyl}-1-octyloxycarbonylpyrrolidine), [H-].[Al+3].[Li+].[H-].[H-].[H-] (lithium aluminum hydride). Solvent: O1CCCC1 (tetrahydrofuran). The product is O[C@@H]1C[C@H](N(C1)C)CCOC1=C(C=CC=C1OC)CCC1=CC=CC=C1 ((2R,4R)-4-Hydroxy-2-{2-[6-methoxy-2-(2-phenylethyl)phenoxy]ethyl}-1-methylpyrrolidine). Isolated yield 58.9%. RXN SMILES: CN(C)C([O:5][C@H:6]1[CH2:10][N:9]([C:11](OCCCCCCCC)=O)[C@H:8]([CH2:22][CH2:23][O:24][C:25]2[C:30]([O:31][CH3:32])=[CH:29][CH:28]=[CH:27][C:26]=2[CH2:33][CH2:34][C:35]2[CH:40]=[CH:39][CH:38]=[CH:37][CH:36]=2)[CH2:7]1)=O.[H-].[Al+3].[Li+].[H-].[H-].[H-]>O1CCCC1>[OH:5][C@H:6]1[CH2:10][N:9]([CH3:11])[C@H:8]([CH2:22][CH2:23][O:24][C:25]2[C:30]([O:31][CH3:32])=[CH:29][CH:28]=[CH:27][C:26]=2[CH2:33][CH2:34][C:35]2[CH:36]=[CH:37][CH:38]=[CH:39][CH:40]=2)[CH2:7]1 |f:1.2.3.4.5.6|. Procedure: 1500 mg of (2R,4R)-4-dimethylcarbamoyloxy-2-{2-[6-methoxy-2-(2-phenylethyl)phenoxy]ethyl}-1-octyloxycarbonylpyrrolidine [prepared as described in step (a) above], 25 ml of tetrahydrofuran and 300 mg of lithium aluminum hydride were allowed to react together and subsequently treated in the same manner as described in step (b) of Example 1. The concentrated substance thus obtained was purified by silica gel column chromatography, using a 5:1 by volume mixture of methylene chloride and methanol as ... Starting materials: IC1=C(C(=C(C(=C1C(=O)NCCO)I)C(=O)NCC(CO)O)I)NC(=O)NC1=C(C(=C(C(=C1I)C(=O)NCC(CO)O)I)C(=O)NCCO)I (N,N'-Bis[2,4,6-triiodo-3-(2-hydroxyethylaminocarbonyl)-5-(2,3-dihydroxypropylaminocarbonyl)-phenyl]urea), BrCC(CO)O (1-bromo-2,3-dihydroxypropane). The solvent is O (water), [OH-].[Na+] (NaOH). Reaction conditions: time 160 hour. The product is IC1=C(C(=C(C(=C1C(=O)NCCO)I)C(=O)NCC(CO)O)I)N(C(=O)NC1=C(C(=C(C(=C1I)C(=O)NCC(CO)O)I)C(=O)NCCO)I)CC(CO)O (N,N'-bis[2,4,6-triiodo-3-(2-hydroxyethylaminocarbonyl)-5-(2,3-dihydroxypropylaminocarbonyl)phenyl]-N-(2,3-dihydroxypropyl)urea). Reaction SMILES: [I:1][C:2]1[C:7]([C:8]([NH:10][CH2:11][CH2:12][OH:13])=[O:9])=[C:6]([I:14])[C:5]([C:15]([NH:17][CH2:18][CH:19]([OH:22])[CH2:20][OH:21])=[O:16])=[C:4]([I:23])[C:3]=1[NH:24][C:25]([NH:27][C:28]1[C:33]([I:34])=[C:32]([C:35]([NH:37][CH2:38][CH:39]([OH:42])[CH2:40][OH:41])=[O:36])[C:31]([I:43])=[C:30]([C:44]([NH:46][CH2:47][CH2:48][OH:49])=[O:45])[C:29]=1[I:50])=[O:26].Br[CH2:52][CH:53]([OH:56])[CH2:54][OH:55]>O.[OH-].[Na+]>[I:1][C:2]1[C:7]([C:8]([NH:10][CH2:11][CH2:12][OH:13])=[O:9])=[C:6]([I:14])[C:5]([C:15]([NH:17][CH2:18][CH:19]([OH:22])[CH2:20][OH:21])=[O:16])=[C:4]([I:23])[C:3]=1[N:24]([CH2:52][CH:53]([OH:56])[CH2:54][OH:55])[C:25]([NH:27][C:28]1[C:33]([I:34])=[C:32]([C:35]([NH:37][CH2:38][CH:39]([OH:42])[CH2:40][OH:41])=[O:36])[C:31]([I:43])=[C:30]([C:44]([NH:46][CH2:47][CH2:48][OH:49])=[O:45])[C:29]=1[I:50])=[O:26] |f:3.4|. Procedure details: N,N'-Bis[2,4,6-triiodo-3-(2-hydroxyethylaminocarbonyl)-5-(2,3-dihydroxypropylaminocarbonyl)-phenyl]urea (0.353 g, 0.257 mmol) was dissolved in a mixture of water (8 ml) and 2M aqueous NaOH (0.9 ml) together with 1-bromo-2,3-dihydroxypropane (0.136 ml, 1.55 mmol). After stirring at room temperature for 160 h, the solution was neutralized using a strongly acidic cation exchange resin. After evaporation, the residue was purified using preparative HPLC. Yield: 100 mg (27%) of the product as a white ... As a reaction SMILES: [CH3:1][N:2]([CH3:7])[CH2:3][C:4](O)=[O:5].C(Cl)(=O)C(Cl)=O.C(OC([N:21]1[C:29]2[C:24](=[CH:25][C:26]([C:30]3[CH:31]=[N:32][N:33]([CH2:35][C:36]4[CH:41]=[CH:40][CH:39]=[CH:38][CH:37]=4)[CH:34]=3)=[CH:27][CH:28]=2)[C:23]([NH2:42])=[N:22]1)=O)(C)(C)C.C(=O)([O-])[O-].[K+].[K+].FC(F)(F)C(O)=O>ClCCl.CN(C)C=O.O1CCCC1>[CH2:35]([N:33]1[CH:34]=[C:30]([C:26]2[CH:25]=[C:24]3[C:29](=[CH:28][CH:27]=2)[NH:21][N:22]=[C:23]3[NH:42][C:4](=[O:5])[CH2:3][N:2]([CH3:7])[CH3:1])[CH:31]=[N:32]1)[C:36]1[CH:41]=[CH:40][CH:39]=[CH:38][CH:37]=1 |f:3.4.5|. Reactants: CN(CC(=O)O)C (2-(dimethylamino)acetic acid), C(C(=O)Cl)(=O)Cl (oxalyl chloride), C(C)(C)(C)OC(=O)N1N=C(C2=CC(=CC=C12)C=1C=NN(C1)CC1=CC=CC=C1)N (3-amino-5-(1-benzyl-1H-pyrazol-4-yl)-indazole-1-carboxylic Acid tert-butyl Ester), C([O-])([O-])=O.[K+].[K+] (potassium carbonate), FC(C(=O)O)(F)F (trifluoroacetic acid). Run in ClCCl (dichloromethane), O1CCCC1 (tetrahydrofuran). The reagents and catalysts are CN(C=O)C (dimethylformamide). Conditions: time 1 hour. Procedure details: A suspension of 2-(dimethylamino)acetic acid (32 mg, 0.308 mmol) and oxalyl chloride (0.31 mL, 0.61 mmol) in dichloromethane (5 mL) and dimethylformamide (2 drops) was stirred at ambient temperature for about 1 hour then concentrated under reduced pressure. The residue was suspended in tetrahydrofuran (3 mL) and added to a suspension of Example 303A (40 mg, 0.103 mmol) and potassium carbonate (43 mg, 0.308 mmol) in tetrahydrofuran (5 mL). The reaction mixture was stirred at ambient temperature f... Yields the product C(C1=CC=CC=C1)N1N=CC(=C1)C=1C=C2C(=NNC2=CC1)NC(CN(C)C)=O (N1-[5-(1-benzyl-1H-pyrazol-4-yl)-1H-indazol-3-yl]-N2,N2-dimethylglycinamide), acetate salt. Reactants: OC1=CC=C(C=C1)N1C(=O)NC(=O)C1 (p-hydroxyphenyl hydantoin), [OH-].[Na+] (NaOH), Ca(OH)2. The solvent is O (water). Reaction conditions: temperature 50 celsius. The product is OC1=CC=C(C=C1)NCC(=O)O (p-hydroxyphenyl glycine). Yield: 6.9%. RXN SMILES: [OH:1][C:2]1[CH:7]=[CH:6][C:5]([N:8]2[CH2:14][C:12](=[O:13])NC2=O)=[CH:4][CH:3]=1.[OH-:15].[Na+]>O>[OH:1][C:2]1[CH:3]=[CH:4][C:5]([NH:8][CH2:14][C:12]([OH:13])=[O:15])=[CH:6][CH:7]=1 |f:1.2|. Procedure: Example 1 of U.S. Pat. No. 4,436,910 was generally repeated as follows: p-hydroxyphenyl hydantoin (100 mM, 19.2 g) was treated with NaOH (100 mM, 4.0 g) and Ca(OH)2 (200 mM, 14.2 g) in 200 ml water at 140° C. for four hours in an autoclave. After cooling to 50° C., the precipitated CaCO3 which separated out was filtered off. The recovered mother liquor was analyzed by HPLC. It was found to contain 1.16 g p-hydroxyphenyl glycine (7% yield) in solution. Substantial amounts of decomposition (by-pro... Reaction SMILES: [Cl:1][C:2]1[C:3]([NH:8][CH2:9][CH2:10][OH:11])=[N:4][CH:5]=[CH:6][CH:7]=1.[Br:12]N1C(=O)CCC1=O>ClCCl.C(OCC)(=O)C>[Br:12][C:6]1[CH:7]=[C:2]([Cl:1])[C:3]([NH:8][CH2:9][CH2:10][OH:11])=[N:4][CH:5]=1. Solvent: ClCCl (dichloromethane), C(C)(=O)OCC (ethyl acetate). Procedure details: 2.1 g of 2-(3-chloro-2-pyridinylamino)ethanol was dissolved in 25 mL dichloromethane, and 2.3 g N-bromosuccinimide was added little by little thereto at 0° C. and stirred for 1.5 hours. The reaction mixture was diluted with ethyl acetate and then washed with an aqueous saturated sodium bicarbonate and brine, the organic layer was dried over anhydrous sodium sulfate, and the solvent was removed, whereby 3.17 g of the title compound (yellow oil) was obtained. Isolated yield 103.6%. Run at time 1.5 hour. The reactants are ClC=1C(=NC=CC1)NCCO (2-(3-chloro-2-pyridinylamino)ethanol), BrN1C(CCC1=O)=O (N-bromosuccinimide). The product is BrC=1C=C(C(=NC1)NCCO)Cl (2-(5-Bromo-3-chloro-2-pyridinylamino)ethanol).